This data is from the Open Reaction Database (ORD), a public repository of structured organic reaction records. The task is: describe an organic reaction: reactants, conditions, products, and yield Reactants: CNc1cc(C(=O)OC)c([N+](=O)[O-])cc1C(F)(F)F, CO, C1CCOC1. Product: CNc1cc(C(=O)OC)c(N)cc1C(F)(F)F. RXN SMILES: [CH3:1][O:2][C:3]([c:4]1[c:5]([N+:16]([O-:17])=[O:18])[cH:6][c:7]([C:12]([F:13])([F:14])[F:15])[c:8]([NH:10][CH3:11])[cH:9]1)=[O:19].[CH3:25][OH:26].[O:20]1[CH2:21][CH2:22][CH2:23][CH2:24]1>>[CH3:1][O:2][C:3]([c:4]1[c:5]([NH2:16])[cH:6][c:7]([C:12]([F:13])([F:14])[F:15])[c:8]([NH:10][CH3:11])[cH:9]1)=[O:19]. The reactants are Cl.NC(=N)N (guanidine hydrochloride), C[O-].[Na+] (sodium methoxide), C1(=CCCC2=CC=CC=C12)C=1C=C(C(=O)OCC(C)(NS(=O)(=O)C(F)(F)F)C)C=CC1 (2-methyl-2-trifluoromethylsulfonylaminopropyl 3-(3,4-dihydro-1-naphthyl)benzoate), C(C)(=O)OCC (ethyl acetate). Solvent: CN(C=O)C (N,N-dimethylformamide), CN(C=O)C (N,N-dimethylformamide), O (water). Run at time 30 minute. Product: Cl.C1(=CCCC2=CC=CC=C12)C=1C=C(C(=O)NC(=N)N)C=CC1 ([3-(3,4-dihydro-1-naphthyl)benzoyl]guanidine hydrochloride). Yield: 58.6%. RXN SMILES: [ClH:1].[NH2:2][C:3]([NH2:5])=[NH:4].C[O-].[Na+].[C:9]1([C:19]2[CH:20]=[C:21]([CH:37]=[CH:38][CH:39]=2)[C:22](OCC(C)(NS(C(F)(F)F)(=O)=O)C)=[O:23])[C:18]2[C:13](=[CH:14][CH:15]=[CH:16][CH:17]=2)[CH2:12][CH2:11][CH:10]=1.C(OCC)(=O)C>CN(C)C=O.O>[ClH:1].[C:9]1([C:19]2[CH:20]=[C:21]([CH:37]=[CH:38][CH:39]=2)[C:22]([NH:4][C:3]([NH2:5])=[NH:2])=[O:23])[C:18]2[C:13](=[CH:14][CH:15]=[CH:16][CH:17]=2)[CH2:12][CH2:11][CH:10]=1 |f:0.1,2.3,8.9|. Reported procedure: To a solution of guanidine hydrochloride (0.87 g) in N,N-dimethylformamide (5 ml) was added sodium methoxide (1.6 ml, 28% in methanol) under nitrogen atmosphere. After being stirred for 30 minutes at room temperature, to the reaction mixture was added a solution of 2-methyl-2-trifluoromethylsulfonylaminopropyl 3-(3,4-dihydro-1-naphthyl)benzoate (0.59 g) in N,N-dimethylformamide (5 ml). After being stirred for 21 hours at room temperature, the reaction mixture was poured into a mixture of ethyl a... Reactants: CC1=NN(C(=C1C1=CC=CC=C1)C)C1=CC=C(C=C1)CCNC(OC1=CC=CC=C1)=O (Phenyl 2-[4-(3,5-dimethyl-4-phenyl-1H-pyrazol-1-yl)phenyl]ethylcarbamate), C(C)(C)(C)C1=CC=C(C=C1)S(=O)(=O)N (4-tert-butyl-benzenesulfonamide). The product is C(C)(C)(C)C1=CC=C(C=C1)S(=O)(=O)NC(=O)NCCC1=CC=C(C=C1)N1N=C(C(=C1C)C1=CC=CC=C1)C (4-tert-Butyl-N-[({2-[4-(3,5-dimethyl-4-phenyl-1H-pyrazol-1-yl)phenyl]ethyl}amino)carbonyl]benzenesulfonamide). As a reaction SMILES: [CH3:1][C:2]1[C:6]([C:7]2[CH:12]=[CH:11][CH:10]=[CH:9][CH:8]=2)=[C:5]([CH3:13])[N:4]([C:14]2[CH:19]=[CH:18][C:17]([CH2:20][CH2:21][NH:22][C:23](=[O:31])OC3C=CC=CC=3)=[CH:16][CH:15]=2)[N:3]=1.[C:32]([C:36]1[CH:41]=[CH:40][C:39]([S:42]([NH2:45])(=[O:44])=[O:43])=[CH:38][CH:37]=1)([CH3:35])([CH3:34])[CH3:33]>>[C:32]([C:36]1[CH:41]=[CH:40][C:39]([S:42]([NH:45][C:23]([NH:22][CH2:21][CH2:20][C:17]2[CH:16]=[CH:15][C:14]([N:4]3[C:5]([CH3:13])=[C:6]([C:7]4[CH:12]=[CH:11][CH:10]=[CH:9][CH:8]=4)[C:2]([CH3:1])=[N:3]3)=[CH:19][CH:18]=2)=[O:31])(=[O:43])=[O:44])=[CH:38][CH:37]=1)([CH3:35])([CH3:33])[CH3:34]. Procedure details: The title compound was prepared according to the procedure described in step 2 of Example 22 from phenyl 2-[4-(3,5-dimethyl-4-phenyl-1H-pyrazol-1-yl)phenyl]ethylcarbamate (step 1 of Example 22) and 4-tert-butyl-benzenesulfonamide: 1H-NMR (CDCl3) δ 7.76 (2H, d, J=8.7 Hz), 7.53-7.24 (11H, m), 6.43 (1H, br.s), 3.54-3.47 (2H, m), 2.87 (2H, t, J=6.6 Hz), 2.33 (3H, s), 2.26 (3H, s), 1.32 (9H, s). The reactants are [H-].[Na+] (NaH), C(C=C)O (allyl alcohol), NC1=NC(=CN=C1)Cl (2-amino-6-chloropyrazine). Run in O1CCOCC1 (dioxane). Reaction conditions: temperature 140 celsius, time 30 minute. The product is C(C=C)OC1=CN=CC(=N1)N (6-(allyloxy)-2-pyrazinamine). Yield: 57.1%. RXN SMILES: [CH2:1]([OH:4])[CH:2]=[CH2:3].[H-].[Na+].[NH2:7][C:8]1[CH:13]=[N:12][CH:11]=[C:10](Cl)[N:9]=1>O1CCOCC1>[CH2:1]([O:4][C:10]1[N:9]=[C:8]([NH2:7])[CH:13]=[N:12][CH:11]=1)[CH:2]=[CH2:3] |f:1.2|. Reported procedure: A mixture of allyl alcohol (0.21 mL, 3.08 mmol) in dioxane (4 mL) was treated with NaH (60%, 3.08 mmol), stirred for 30 minutes, treated with 2-amino-6-chloropyrazine (200 mg, 1.54 mmol), heated to 140° C. in a Smith Synthesizer for 2200 seconds, and filtered. The filtrate was concentrated and purified by flash column chromatography eluting with hexanes/ethyl acetate (2:1) to provide the desired product (133 mg, 57%). MS (DCI/NH3) m/z 152.0 (M+H)+; 1H NMR (500 MHz, CD2Cl2) δ 4.75 (m, 2H), 5.24 (... Reactants: CC(C)(C)OC(=O)N1CCNCC1, CCN=C=NCCCN(C)C, CN(C)C=O, O, O=C(O)c1ccc2[nH]ccc2c1. Yields the product CC(C)(C)OC(=O)N1CCN(C(=O)c2ccc3[nH]ccc3c2)CC1. RXN SMILES: [C:24]([CH3:25])([CH3:26])([CH3:27])[O:28][C:29](=[O:30])[N:31]1[CH2:32][CH2:33][NH:34][CH2:35][CH2:36]1.[CH3:13][CH2:14][N:15]=[C:16]=[N:17][CH2:18][CH2:19][CH2:20][N:21]([CH3:22])[CH3:23].[O:38]=[CH:39][N:40]([CH3:41])[CH3:42].[OH2:37].[nH:1]1[cH:2][cH:3][c:4]2[cH:5][c:6]([C:10](=[O:11])[OH:12])[cH:7][cH:8][c:9]12>>[nH:1]1[cH:2][cH:3][c:4]2[cH:5][c:6]([C:10](=[O:12])[N:34]3[CH2:33][CH2:32][N:31]([C:29]([O:28][C:24]([CH3:25])([CH3:26])[CH3:27])=[O:30])[CH2:36][CH2:35]3)[cH:7][cH:8][c:9]12. Reactants: C(#N)C1=CC=C(C(=O)NC(NC2=CC=C(C=C2)CC(C(=O)OC(C)(C)C)CCOCC)=O)C=C1 (t-butyl 3-(4-[3-(4-cyanobenzoyl)ureido]phenyl)-2-(2-ethoxyethyl)propionate), N1=CC=CC=C1 (pyridine), S (H2S). Yields the product C(C)OCCC(C(=O)OC(C)(C)C)CC1=CC=C(C=C1)NC(=O)NC(C1=CC=C(C=C1)C(N)=S)=O (t-butyl 2-(2-ethoxyethyl)-3-(4-[3-(4-thiocarbamoylbenzoyl)ureido]phenyl)propionate). As a reaction SMILES: [C:1]([C:3]1[CH:34]=[CH:33][C:6]([C:7]([NH:9][C:10](=[O:32])[NH:11][C:12]2[CH:17]=[CH:16][C:15]([CH2:18][CH:19]([CH2:27][CH2:28][O:29][CH2:30][CH3:31])[C:20]([O:22][C:23]([CH3:26])([CH3:25])[CH3:24])=[O:21])=[CH:14][CH:13]=2)=[O:8])=[CH:5][CH:4]=1)#[N:2].N1C=CC=CC=1.[SH2:41]>C(N(CC)CC)C>[CH2:30]([O:29][CH2:28][CH2:27][CH:19]([CH2:18][C:15]1[CH:16]=[CH:17][C:12]([NH:11][C:10]([NH:9][C:7](=[O:8])[C:6]2[CH:5]=[CH:4][C:3]([C:1](=[S:41])[NH2:2])=[CH:34][CH:33]=2)=[O:32])=[CH:13][CH:14]=1)[C:20]([O:22][C:23]([CH3:25])([CH3:26])[CH3:24])=[O:21])[CH3:31]. Run in C(C)N(CC)CC (triethylamine). Procedure: In a similar manner to Example 1, starting material step (b), the product of step (e) (600 mg), pyridine (42 ml), triethylamine (6 ml) and H2S gas were reacted to give t-butyl 2-(2-ethoxyethyl)-3-(4-[3-(4-thiocarbamoylbenzoyl)ureido]phenyl)propionate (585 mg) as a yellow solid: m.p. 199°-201° C.; NMR Spectrum (DMSO-d6) 1.10 (3H, t), 1.30 (9H, s), 1.70 (2H, m), 2.62 (1H, m), 2.72 (2H, m), 3.37 (4H, m), 7.15 (2H, d), 7.49 (2H, d), 7.95 (2H, d), 8.03 (2H, d), 9.67 (1H, br s), 10.06 (1H, br s), 10.7... Starting materials: Cc1cc(Nc2nc(Nc3cc(C)c(C4CCNCC4)cc3C)ncc2C)n[nH]1, Cl, FC(F)(F)C1CO1, CN(C)C=O. As a reaction SMILES: [CH3:2][c:3]1[c:4]([NH:16][c:17]2[n:18][cH:19][c:20]([CH3:30])[c:21]([NH:23][c:24]3[n:25][nH:26][c:27]([CH3:29])[cH:28]3)[n:22]2)[cH:5][c:6]([CH3:15])[c:7]([CH:9]2[CH2:10][CH2:11][NH:12][CH2:13][CH2:14]2)[cH:8]1.[ClH:1].[F:31][C:32]([CH:33]1[O:34][CH2:35]1)([F:36])[F:37].[O:38]=[CH:39][N:40]([CH3:41])[CH3:42]>>[CH3:2][c:3]1[c:4]([NH:16][c:17]2[n:18][cH:19][c:20]([CH3:30])[c:21]([NH:23][c:24]3[n:25][nH:26][c:27]([CH3:29])[cH:28]3)[n:22]2)[cH:5][c:6]([CH3:15])[c:7]([CH:9]2[CH2:10][CH2:11][N:12]([CH2:35][CH:33]([C:32]([F:31])([F:36])[F:37])[OH:34])[CH2:13][CH2:14]2)[cH:8]1. Product: Cc1cc(Nc2nc(Nc3cc(C)c(C4CCN(CC(O)C(F)(F)F)CC4)cc3C)ncc2C)n[nH]1.